This data is from the Open Reaction Database (ORD), a public repository of structured organic reaction records. The task is: describe an organic reaction: reactants, conditions, products, and yield The reactants are CC1=NC(=NC(=C1)C)NC(=O)NS(=O)(=O)C1=C(SC=C1)C(=O)OC (methyl 3-[[(4,6-dimethylpyrimidin-2-yl)aminocarbonyl]aminosulfonyl]-2-thiophenecarboxylate), ice water, Cl (hydrochloric acid). Run in C(C)O (ethanol), [OH-].[Na+] (sodium hydroxide), O (water). Yields the product CC1=NC(=NC(=C1)C)NC(=O)NS(=O)(=O)C1=C(SC=C1)C(=O)O (3-[[(4,6-Dimethylpyrimidin-2-yl)aminocarbonyl]amino sulfonyl]-2-thiophene carboxylic acid). As a reaction SMILES: [CH3:1][C:2]1[CH:7]=[C:6]([CH3:8])[N:5]=[C:4]([NH:9][C:10]([NH:12][S:13]([C:16]2[CH:20]=[CH:19][S:18][C:17]=2[C:21]([O:23]C)=[O:22])(=[O:15])=[O:14])=[O:11])[N:3]=1.Cl>C(O)C.[OH-].[Na+].O>[CH3:8][C:6]1[CH:7]=[C:2]([CH3:1])[N:3]=[C:4]([NH:9][C:10]([NH:12][S:13]([C:16]2[CH:20]=[CH:19][S:18][C:17]=2[C:21]([OH:23])=[O:22])(=[O:15])=[O:14])=[O:11])[N:5]=1 |f:3.4|. Procedure details: A solution of 1.0 g of methyl 3-[[(4,6-dimethylpyrimidin-2-yl)aminocarbonyl]aminosulfonyl]-2-thiophenecarboxylate in 10 ml of ethanol and 1 ml of 50% sodium hydroxide in water was stirred overnight at room temperature. To this was added ice-water and aqueous hydrochloric acid until acidic, and the precipitate was filtered and washed first with acetone and then with methylene chloride. The product, 0.8 g, melted at 127°. Reactants: COC(=O)c1cn(-c2nccc3ccccc23)c2ccccc12, Cl, [Li+], C1CCOC1, [OH-], O, O. Product: O=C(O)c1cn(-c2nccc3ccccc23)c2ccccc12. As a reaction SMILES: [CH3:4][O:5][C:6](=[O:7])[c:8]1[cH:9][n:10](-[c:17]2[n:18][cH:19][cH:20][c:21]3[cH:22][cH:23][cH:24][cH:25][c:26]23)[c:11]2[cH:12][cH:13][cH:14][cH:15][c:16]12.[ClH:27].[Li+:3].[O:28]1[CH2:29][CH2:30][CH2:31][CH2:32]1.[OH-:2].[OH2:1].[OH2:33]>>[O:5]=[C:6]([OH:7])[c:8]1[cH:9][n:10](-[c:17]2[n:18][cH:19][cH:20][c:21]3[cH:22][cH:23][cH:24][cH:25][c:26]23)[c:11]2[cH:12][cH:13][cH:14][cH:15][c:16]12. Starting materials: C(=O)(C(=O)OCC)NC1=C(C=C(C=C1)OC)[N+](=O)[O-] (N-ethoxalyl-4-methoxy-2-nitroaniline). Reagents/catalysts: [Pt] (Pt-C). Run in CN(C=O)C (dimethylformamide). Run at temperature 0 celsius. The product is ON1C(C(NC2=CC=C(C=C12)OC)=O)=O (1-hydroxy-7-methoxyquinoxaline-2,3(1H,4H)-dione). Yield: 36.0%. RXN SMILES: [C:1]([NH:8][C:9]1[CH:14]=[CH:13][C:12]([O:15][CH3:16])=[CH:11][C:10]=1[N+:17]([O-:19])=O)([C:3](OCC)=[O:4])=[O:2]>CN(C)C=O.[Pt]>[OH:19][N:17]1[C:10]2[C:9](=[CH:14][CH:13]=[C:12]([O:15][CH3:16])[CH:11]=2)[NH:8][C:1](=[O:2])[C:3]1=[O:4]. Procedure details: 0.10 g (0.4 mmol) N-ethoxalyl-4-methoxy-2-nitroaniline in 10 ml dimethylformamide was hydrogenated at atm. pressure by using 5% Pt-C (0.01 g) as a catalyst. The reaction mixture was filtered and 10 ml 1N hydrochloric acid was added. The reaction mixture was cooled to 0° C. and the precipitate was filtered off, washed with water, ethanol and ether to give 0.03 g (39%) of 1-hydroxy-7-methoxyquinoxaline-2,3(1H,4H)-dione. M.p. decomp. 1H-NMR (DMSO-d6): 12.0 (broad s), 7.0 (3H, m), 3.8 (3H, s). MS (m... The reactants are substituted benzamide, C1OC=2C=C(CCNC(C3=CC=CC=C3)=O)C=CC2O1 (N-(3,4-methylenedioxyphenethyl)benzamide), C1OC=2C=C(CCNC(C3=CC=CC=C3)=O)C=CC2OC1 (N-(3,4-ethylenedioxyphenethyl)benzamide). Product: C1OC=2C=C3CCN=C(C3=CC2O1)C1=CC=CC=C1 (6,7-methylenedioxy-1-phenyl-3,4-dihydroisoquinoline), C1OC=2C=C3CCN=C(C3=CC2OC1)C1=CC=CC=C1 (6,7-ethylenedioxy-1-phenyl-3,4-dihydroisoquinoline). As a reaction SMILES: [CH2:1]1[O:20][C:19]2[CH:18]=[CH:17][C:5]([CH2:6][CH2:7][NH:8][C:9](=O)[C:10]3[CH:15]=[CH:14][CH:13]=[CH:12][CH:11]=3)=[CH:4][C:3]=2[O:2]1.[CH2:21]1[CH2:41][O:40][C:39]2[CH:38]=[CH:37][C:25]([CH2:26][CH2:27][NH:28][C:29](=O)[C:30]3[CH:35]=[CH:34][CH:33]=[CH:32][CH:31]=3)=[CH:24][C:23]=2[O:22]1>>[CH2:1]1[O:20][C:19]2[CH:18]=[C:17]3[C:5]([CH2:6][CH2:7][N:8]=[C:9]3[C:10]3[CH:15]=[CH:14][CH:13]=[CH:12][CH:11]=3)=[CH:4][C:3]=2[O:2]1.[CH2:21]1[CH2:41][O:40][C:39]2[CH:38]=[C:37]3[C:25]([CH2:26][CH2:27][N:28]=[C:29]3[C:30]3[CH:35]=[CH:34][CH:33]=[CH:32][CH:31]=3)=[CH:24][C:23]=2[O:22]1. Reported procedure: Substitution of an equivalent quantity of N-(3,4-methylenedioxyphenethyl)benzamide or N-(3,4-ethylenedioxyphenethyl)benzamide for the substituted benzamide called for in the first paragraph of this example and substantial repetition of the procedure there detailed affords 6,7-methylenedioxy-1-phenyl-3,4-dihydroisoquinoline or 6,7-ethylenedioxy-1-phenyl-3,4-dihydroisoquinoline, respectively. As a reaction SMILES: [F:1][C:2]([F:14])([F:13])[C:3]1[N:12]=[CH:11][CH:10]=[CH:9][C:4]=1/[C:5](=[N:7]/[NH2:8])/[NH2:6].[CH3:15][O:16][C:17]1[CH:18]=[C:19]([C:28](=O)[CH:29]=O)[CH:20]=[C:21]([N+:25]([O-:27])=[O:26])[C:22]=1[O:23][CH3:24]>C(O)C>[CH3:15][O:16][C:17]1[CH:18]=[C:19]([C:28]2[N:6]=[C:5]([C:4]3[C:3]([C:2]([F:13])([F:1])[F:14])=[N:12][CH:11]=[CH:10][CH:9]=3)[N:7]=[N:8][CH:29]=2)[CH:20]=[C:21]([N+:25]([O-:27])=[O:26])[C:22]=1[O:23][CH3:24]. Run in C(C)O (ethanol). The product is COC=1C=C(C=C(C1OC)[N+](=O)[O-])C=1N=C(N=NC1)C=1C(=NC=CC1)C(F)(F)F (5-(3,4-dimethoxy-5-nitrophenyl)-3-(2-(trifluoromethyl)pyridin-3-yl)-1,2,4-triazine). Procedure: To a stirred solution of (Z)-2-(trifluoromethyl)nicotinohydrazonamide (1.02 g, 5 mmol) in ethanol (30 mL) was added 2-(3,4-dimethoxy-5-nitrophenyl)-2-oxoacetaldehyde (1.19 g, 5 mmol). The reaction mixture was heated to reflux for 5 hours. It was then cooled to room temperature and the solvent was removed by evaporation. The residue was dissolved in dichloromethane (30 mL) and the organic phase was washed with water and dried over anhydrous magnesium sulphate, filtered and evaporated. The crude p... Reactants: FC(C1=C(/C(/N)=N/N)C=CC=N1)(F)F ((Z)-2-(trifluoromethyl)nicotinohydrazonamide), COC=1C=C(C=C(C1OC)[N+](=O)[O-])C(C=O)=O (2-(3,4-dimethoxy-5-nitrophenyl)-2-oxoacetaldehyde).